Dataset: the Open Reaction Database (ORD), a public repository of structured organic reaction records. Task: describe an organic reaction: reactants, conditions, products, and yield Starting materials: C(CCCCCCCCCCC=C)Br (12-tridecenyl bromide), N1C(=O)N(C)C=2N=CN(C)C2C1=O.[Na] (sodium theobromine), O (water). Run in CS(=O)C (dimethylsulfoxide). Reaction conditions: temperature 60 celsius, time 16 hour. Product: C(CCCCCCCCCCC=C)N1C(=O)N(C=2N=CN(C2C1=O)C)C (1-(12-Tridecenyl)-3,7-dimethylxanthine). Isolated yield 50.0%. Reaction SMILES: [NH:1]1[C:12](=[O:13])[C:11]2[N:9]([CH3:10])[CH:8]=[N:7][C:6]=2[N:4]([CH3:5])[C:2]1=[O:3].[Na].[CH2:15](Br)[CH2:16][CH2:17][CH2:18][CH2:19][CH2:20][CH2:21][CH2:22][CH2:23][CH2:24][CH2:25][CH:26]=[CH2:27].O>CS(C)=O>[CH2:27]([N:1]1[C:12](=[O:13])[C:11]2[N:9]([CH3:10])[CH:8]=[N:7][C:6]=2[N:4]([CH3:5])[C:2]1=[O:3])[CH2:26][CH2:25][CH2:24][CH2:23][CH2:22][CH2:21][CH2:20][CH2:19][CH2:18][CH2:17][CH:16]=[CH2:15] |f:0.1,^1:13|. Reported procedure: To a suspension of sodium theobromine (2.22 g, 11.0 mmol) in dimethylsulfoxide (25 mL) was added 12-tridecenyl bromide and the reaction stirred for 16 hours at 60° C. The mixture was then poured into water (80 mL) and extracted with dichloromethane (3×50 mL). The combined organic portions were washed with water (3×100 mL), dried using magnesium sulfate, and evaporated to give a gummy residue. Purification by column chromatography using an ethyl acetate/hexane eluant yields 1.89 g (50% yield) 1-(...